This data is from the Open Reaction Database (ORD), a public repository of structured organic reaction records. The task is: describe an organic reaction: reactants, conditions, products, and yield The reactants are C#CC(=O)OC, CN(C)C=O, CCOC(C)=O, Cl, CS(=O)(=O)Nc1cc(O)ccc1Oc1ccc(F)cc1F, [H-], [Na+], O. The product is COC(=O)C=COc1ccc(Oc2ccc(F)cc2F)c(NS(C)(=O)=O)c1. RXN SMILES: [C:24]([C:25]#[CH:26])(=[O:27])[O:28][CH3:29].[CH3:31][N:32]([CH3:33])[CH:34]=[O:35].[CH3:36][CH2:37][O:38][C:39](=[O:40])[CH3:41].[ClH:30].[F:1][c:2]1[c:3]([O:4][c:5]2[c:6]([NH:12][S:13](=[O:14])(=[O:15])[CH3:16])[cH:7][c:8]([OH:11])[cH:9][cH:10]2)[cH:17][cH:18][c:19]([F:21])[cH:20]1.[H-:22].[Na+:23].[OH2:42]>>[F:1][c:2]1[c:3]([O:4][c:5]2[c:6]([NH:12][S:13](=[O:14])(=[O:15])[CH3:16])[cH:7][c:8]([O:11][CH:26]=[CH:25][C:24](=[O:27])[O:28][CH3:29])[cH:9][cH:10]2)[cH:17][cH:18][c:19]([F:21])[cH:20]1.